Dataset: the Open Reaction Database (ORD), a public repository of structured organic reaction records. Task: describe an organic reaction: reactants, conditions, products, and yield Reactants: CO, [H][H], c1ccc(CN2CCN(CCCOc3ccc(C4=NCCO4)cc3)CC2)cc1. Yields the product c1cc(C2=NCCO2)ccc1OCCCN1CCNCC1. As a reaction SMILES: [CH3:31][OH:32].[H:29][H:30].[O:1]1[C:2]([c:6]2[cH:7][cH:8][c:9]([O:10][CH2:11][CH2:12][CH2:13][N:14]3[CH2:15][CH2:16][N:17]([CH2:20][c:21]4[cH:22][cH:23][cH:24][cH:25][cH:26]4)[CH2:18][CH2:19]3)[cH:27][cH:28]2)=[N:3][CH2:4][CH2:5]1>>[O:1]1[C:2]([c:6]2[cH:7][cH:8][c:9]([O:10][CH2:11][CH2:12][CH2:13][N:14]3[CH2:15][CH2:16][NH:17][CH2:18][CH2:19]3)[cH:27][cH:28]2)=[N:3][CH2:4][CH2:5]1. Starting materials: ClC=1N=NC(=CC1)C1=CC(=C(C=C1)[N+](=O)[O-])C(F)(F)F (3-chloro-6-[4-nitro-3-(trifluoromethyl)phenyl]pyridazine), C(C)(=O)NN (acetylhydrazine). Run in C(CCC)O (n-butanol). Yields the product CC1=NN=C2N1N=C(C=C2)C2=CC(=C(C=C2)[N+](=O)[O-])C(F)(F)F (3-methyl-6-[4-nitro-3-(trifluoromethyl)phenyl]-1,2,4-triazolo[4,3-b]pyridazine). Reaction SMILES: Cl[C:2]1[N:3]=[N:4][C:5]([C:8]2[CH:13]=[CH:12][C:11]([N+:14]([O-:16])=[O:15])=[C:10]([C:17]([F:20])([F:19])[F:18])[CH:9]=2)=[CH:6][CH:7]=1.[C:21]([NH:24][NH2:25])(=O)[CH3:22]>C(O)CCC>[CH3:22][C:21]1[N:3]2[N:4]=[C:5]([C:8]3[CH:13]=[CH:12][C:11]([N+:14]([O-:16])=[O:15])=[C:10]([C:17]([F:20])([F:19])[F:18])[CH:9]=3)[CH:6]=[CH:7][C:2]2=[N:25][N:24]=1. Procedure: A mixture of 4.0 g. of 3-chloro-6-[4-nitro-3-(trifluoromethyl)phenyl]pyridazine and 1.95 g. of acetylhydrazine in 40 ml. of n-butanol is refluxed for 18 hours to give the product as crystals m.p. 293°-295° C. Solvent: C(C)N(CC)CC (triethylamine), N1=CC=CC=C1 (pyridine). RXN SMILES: [SH2:1].[O:2]=[C:3]1[C:9]2[CH:10]=[CH:11][CH:12]=[CH:13][C:8]=2[N:7]2[CH:14]=[N:15][C:16]([C:17]#[N:18])=[C:6]2[C@@H:5]2[CH2:19][CH2:20][N:4]12>N1C=CC=CC=1.C(N(CC)CC)C>[O:2]=[C:3]1[C:9]2[CH:10]=[CH:11][CH:12]=[CH:13][C:8]=2[N:7]2[CH:14]=[N:15][C:16]([C:17](=[S:1])[NH2:18])=[C:6]2[C@@H:5]2[CH2:19][CH2:20][N:4]12. Isolated yield 67.0%. The reactants are S (hydrogen sulphide), O=C1N2[C@H](C=3N(C4=C1C=CC=C4)C=NC3C#N)CC2 ((S)-9-oxo-12,12a-dihydro-9H,11H-azeto[2,1-c]imidazo[1,5-a][1,4]benzodiazepine-1-carbonitrile). Procedure: A stream of hydrogen sulphide was conducted for 1/2 hr. through a solution of 5.0 g (0.020 mol) of (S)-9-oxo-12,12a-dihydro-9H,11H-azeto[2,1-c]imidazo[1,5-a][1,4]benzodiazepine-1-carbonitrile in 100 ml of pyridine and 1 ml of triethylamine. The dark brown solution was left to stand for 70 hrs., then degassed with a stream of nitrogen and subsequently completely freed from the solvents. The residue was partitioned between dichloromethane and water and extracted. The pale yellow product was chroma... Conditions: time 70 hour. The product is O=C1N2[C@H](C=3N(C4=C1C=CC=C4)C=NC3C(N)=S)CC2 ((S)-9-oxo-12,12a-dihydro-9H,11H-azeto[2,1-c]imidazo-[1,5-a][1,4]benzodiazepine-1-thiocarboxamide). Reported procedure: To a 500 mL RBF was added neopentylmagnesium chloride, 111.0M in ether (28.0 ml, 28 mmol) and an ice bath. After cooling, zinc(II) chloride, 0.5M in THF (56.0 ml, 28 mmol) was added dropwise. The cooling bath was removed and after stirring for 45 minutes, Reactant 1 (0.26 g, 0.32 mmol) was added followed by 2,6-difluoro-3-iodopyridine (2.74 g, 8.0 mmol) in THF (10 mL), which was added dropwise. The yellow solution was then heated to 60° C. After stirring overnight the reaction was allowed to coo... Reactants: FC1=NC(=CC=C1I)F (2,6-difluoro-3-iodopyridine), C(C(C)(C)C)[Mg]Cl (neopentylmagnesium chloride), CCOCC (ether), [NH4+].[Cl-] (NH4Cl), Reactant 1. Conditions: temperature 60 celsius, time 45 minute. As a reaction SMILES: [CH2:1]([Mg]Cl)[C:2]([CH3:5])([CH3:4])[CH3:3].CCOCC.[F:13][C:14]1[C:19](I)=[CH:18][CH:17]=[C:16]([F:21])[N:15]=1.[NH4+].[Cl-]>C1COCC1.[Cl-].[Zn+2].[Cl-]>[F:13][C:14]1[C:19]([CH2:1][C:2]([CH3:5])([CH3:4])[CH3:3])=[CH:18][CH:17]=[C:16]([F:21])[N:15]=1 |f:3.4,6.7.8|. Reagents/catalysts: [Cl-].[Zn+2].[Cl-] (zinc(II) chloride). The product is FC1=NC(=CC=C1CC(C)(C)C)F (2,6-difluoro-3-neopentylpyridine). Run in C1CCOC1 (THF), C1CCOC1 (THF).